Dataset: the Open Reaction Database (ORD), a public repository of structured organic reaction records. Task: describe an organic reaction: reactants, conditions, products, and yield The reactants are FC1=CC(=C(C(=O)OC)C=C1)OCOC (methyl 4-fluoro-2-(methoxymethoxy)benzoate), CC(C)[S-].[K+] (potassium 2-propanethiolate). Product: C(C)(C)SC1=CC(=C(C(=O)OC)C=C1)O (Methyl 4-isopropylthio-2-hydroxybenzoate). Reaction SMILES: F[C:2]1[CH:11]=[CH:10][C:5]([C:6]([O:8][CH3:9])=[O:7])=[C:4]([O:12]COC)[CH:3]=1.[CH3:16][CH:17]([S-:19])[CH3:18].[K+]>>[CH:17]([S:19][C:2]1[CH:11]=[CH:10][C:5]([C:6]([O:8][CH3:9])=[O:7])=[C:4]([OH:12])[CH:3]=1)([CH3:18])[CH3:16] |f:1.2|. Procedure details: Using a procedure analogous to Example 66-A, methyl 4-fluoro-2-(methoxymethoxy)benzoate and potassium 2-propanethiolate gave the title compound. Starting materials: ClC=1N=C2C(N1)=CC=CC=C2 (2-Chlorocycloheptimidazole), C1(=CC=CC=C1)OC (anisole), FC(S(=O)(=O)OC)(F)F (methyl trifluoromethanesulfonate). Run in C(C)(=O)OCC (ethyl acetate). Conditions: time 40 minute. The product is FC(S(=O)(=O)[O-])(F)F.ClC1N(C=2C(=[NH+]1)C=CC=CC2)C (2-chloro-3-methylcycloheptimidazolium trifluoromethanesulfonate). Reaction SMILES: [Cl:1][C:2]1[N:3]=[C:4]2[CH:11]=[CH:10][CH:9]=[CH:8][CH:7]=[C:5]2[N:6]=1.[C:12]1(OC)C=CC=CC=1.[F:20][C:21]([F:28])([F:27])[S:22]([O:25]C)(=[O:24])=[O:23]>C(OCC)(=O)C>[F:20][C:21]([F:28])([F:27])[S:22]([O-:25])(=[O:24])=[O:23].[Cl:1][CH:2]1[NH+:3]=[C:4]2[CH:11]=[CH:10][CH:9]=[CH:8][CH:7]=[C:5]2[N:6]1[CH3:12] |f:4.5|. Procedure: 2-Chlorocycloheptimidazole (0.78 g) was added to 4 ml of anisole, 0.93 g of methyl trifluoromethanesulfonate was added dropwise thereto, and the mixture was stirred at room temperature for 40 minutes. Then, 50 ml of ethyl acetate was added to the reaction solution, and deposited crystals were collected by filtration and dried.